Dataset: the Open Reaction Database (ORD), a public repository of structured organic reaction records. Task: describe an organic reaction: reactants, conditions, products, and yield Starting materials: [Al+3], C1CCOC1, [H-], [H-], [H-], [H-], [Li+], O=C(c1ccc(OCCN2CCCCC2)cc1)c1c(-c2ccc(O)cc2)oc2cc(O)ccc12. The product is Oc1ccc(-c2oc3cc(O)ccc3c2C(O)c2ccc(OCCN3CCCCC3)cc2)cc1. Reaction SMILES: [Al+3:36].[CH2:41]1[O:42][CH2:43][CH2:44][CH2:45]1.[H-:35].[H-:38].[H-:39].[H-:40].[Li+:37].[OH:1][c:2]1[cH:3][cH:4][c:5](-[c:8]2[o:9][c:10]3[c:11]([c:12]2[C:13](=[O:14])[c:15]2[cH:16][cH:17][c:18]([O:21][CH2:22][CH2:23][N:24]4[CH2:25][CH2:26][CH2:27][CH2:28][CH2:29]4)[cH:19][cH:20]2)[cH:30][cH:31][c:32]([OH:34])[cH:33]3)[cH:6][cH:7]1>>[OH:1][c:2]1[cH:3][cH:4][c:5](-[c:8]2[o:9][c:10]3[c:11]([c:12]2[CH:13]([OH:14])[c:15]2[cH:16][cH:17][c:18]([O:21][CH2:22][CH2:23][N:24]4[CH2:25][CH2:26][CH2:27][CH2:28][CH2:29]4)[cH:19][cH:20]2)[cH:30][cH:31][c:32]([OH:34])[cH:33]3)[cH:6][cH:7]1. The reactants are C1CCOC1, C[Si](C)(C)[N-][Si](C)(C)C, CSc1ccc(N)c(F)c1, O=C(O)c1ccc(F)c(F)c1F, [Li+]. Yields the product CSc1ccc(Nc2c(C(=O)O)ccc(F)c2F)c(F)c1. Reaction SMILES: [CH2:33]1[O:34][CH2:35][CH2:36][CH2:37]1.[CH3:24][Si:25]([N-:26][Si:27]([CH3:28])([CH3:29])[CH3:30])([CH3:31])[CH3:32].[F:13][c:14]1[c:15]([NH2:16])[cH:17][cH:18][c:19]([S:21][CH3:22])[cH:20]1.[F:1][c:2]1[c:3]([C:4](=[O:5])[OH:6])[cH:7][cH:8][c:9]([F:12])[c:10]1[F:11].[Li+:23]>>[c:2]1([NH:16][c:15]2[c:14]([F:13])[cH:20][c:19]([S:21][CH3:22])[cH:18][cH:17]2)[c:3]([C:4](=[O:5])[OH:6])[cH:7][cH:8][c:9]([F:12])[c:10]1[F:11]. Reactants: CC1(C=2C=CC(=CC2C(CC1)(C)C)C(=O)OC1=CC=C(C=C1)C(C)=O)C (4-Acetylphenyl 5,5,8,8-tetramethyl-5,6,7,8-tetrahydro-2-naphthoate), C(C)(=O)C1=CC=C(C=C1)O (4-acetylphenol). Product: CC1(C=2C=CC(=CC2C(CC1)(C)C)C(=O)OC1=CC=C(C(=O)OCC)C=C1)C (Ethyl 4-(5,5,8,8-tetramethyl-5,6,7,8-tetrahydro-2-naphthoyloxy)benzoate). As a reaction SMILES: [CH3:1][C:2]1([CH3:26])[CH2:11][CH2:10][C:9]([CH3:13])([CH3:12])[C:8]2[CH:7]=[C:6]([C:14]([O:16][C:17]3[CH:22]=[CH:21][C:20]([C:23](=[O:25])C)=[CH:19][CH:18]=3)=[O:15])[CH:5]=[CH:4][C:3]1=2.[C:27](C1C=CC(O)=CC=1)(=[O:29])[CH3:28]>>[CH3:1][C:2]1([CH3:26])[CH2:11][CH2:10][C:9]([CH3:12])([CH3:13])[C:8]2[CH:7]=[C:6]([C:14]([O:16][C:17]3[CH:22]=[CH:21][C:20]([C:23]([O:29][CH2:27][CH3:28])=[O:25])=[CH:19][CH:18]=3)=[O:15])[CH:5]=[CH:4][C:3]1=2. Reported procedure: 4-Acetylphenyl 5,5,8,8-tetramethyl-5,6,7,8-tetrahydro-2-naphthoate-Using 4-acetylphenol, the title compound was synthesized as a white solid. PMR (CDCl3): δ 1.36 (6H, s), 1.38 (6H, s), 1.76 (4H, s), 2.64 (3H, s), 7.34 (2H, d, J~8.4 Hz), 7.48 (1H, d, J~8.4 Hz), 7.98 (1H, dd, J~8.4 Hz, 2.4 Hz), 8.07 (2H, d, J~8.4 Hz), 8.19 (1H, d, J~2.4 Hz).